This data is from the Open Reaction Database (ORD), a public repository of structured organic reaction records. The task is: describe an organic reaction: reactants, conditions, products, and yield Starting materials: ClC=1C(=C(C=CC1)NN)F ((3-Chloro-2-fluoro-phenyl)-hydrazine), C(C(=O)C)(=O)OCC (ethyl pyruvate). Yields the product C(C)OC(C(C)=NNC1=C(C(=CC=C1)Cl)F)=O (2-[(3-Chloro-2-fluoro-phenyl)-hydrazono]-propionic acid ethyl ester). As a reaction SMILES: [Cl:1][C:2]1[C:3]([F:10])=[C:4]([NH:8][NH2:9])[CH:5]=[CH:6][CH:7]=1.[C:11]([O:16][CH2:17][CH3:18])(=[O:15])[C:12]([CH3:14])=O>>[CH2:17]([O:16][C:11](=[O:15])[C:12](=[N:9][NH:8][C:4]1[CH:5]=[CH:6][CH:7]=[C:2]([Cl:1])[C:3]=1[F:10])[CH3:14])[CH3:18]. Reported procedure: The title compound, EI-MS: m/e=258.1 (M+), was prepared in accordance with the general method of example 25b) from (3-Chloro-2-fluoro-phenyl)-hydrazine and ethyl pyruvate. Starting materials: N#Cc1cc(S(=O)(=O)Cl)ccc1F, C1COCCO1, CO, N. Yields the product N#Cc1cc(S(N)(=O)=O)ccc1F. RXN SMILES: [C:1](#[N:2])[c:3]1[cH:4][c:5]([S:10](=[O:11])(=[O:12])[Cl:13])[cH:6][cH:7][c:8]1[F:9].[CH2:15]1[O:16][CH2:17][CH2:18][O:19][CH2:20]1.[CH3:21][OH:22].[NH3:14]>>[C:1](#[N:2])[c:3]1[cH:4][c:5]([S:10](=[O:11])(=[O:12])[NH2:14])[cH:6][cH:7][c:8]1[F:9]. Reactants: C1=CC=CC=2C3=CC=CC=C3NC12 (carbazole), BrC1=C(C=CC=C1)I (1-bromo-2-iodobenzene), C([O-])([O-])=O.[K+].[K+] (potassium carbonate). Reagents/catalysts: [Cu](I)I (copper iodide). The solvent is C=1(C(=CC=CC1)C)C (xylene). Product: BrC1=C(C=CC=C1)N1C2=CC=CC=C2C=2C=CC=CC12 (9-(2-bromophenyl)-9H-carbazole). As a reaction SMILES: [CH:1]1[C:13]2[NH:12][C:11]3[C:6](=[CH:7][CH:8]=[CH:9][CH:10]=3)[C:5]=2[CH:4]=[CH:3][CH:2]=1.[Br:14][C:15]1[CH:20]=[CH:19][CH:18]=[CH:17][C:16]=1I.C(=O)([O-])[O-].[K+].[K+]>[Cu](I)I.C1(C)C(C)=CC=CC=1>[Br:14][C:15]1[CH:20]=[CH:19][CH:18]=[CH:17][C:16]=1[N:12]1[C:11]2[CH:10]=[CH:9][CH:8]=[CH:7][C:6]=2[C:5]2[C:13]1=[CH:1][CH:2]=[CH:3][CH:4]=2 |f:2.3.4|. Procedure details: 1.672 g of carbazole, 1.6 mL of 1-bromo-2-iodobenzene, 2.7646 g of potassium carbonate, 95 mg of copper iodide and 25 mL of xylene were refluxed in a nitrogen atmosphere. The mixture was cooled to room temperature, extracted with ethyl acetate, and dried with anhydrous magnesium sulfate to remove moisture, and the solvent was removed under reduced pressure. Silica gel column separation using a hexane solvent was conducted, thus obtaining a compound from which the solvent was then removed under r...